This data is from the Open Reaction Database (ORD), a public repository of structured organic reaction records. The task is: describe an organic reaction: reactants, conditions, products, and yield Starting materials: CN1CCOCC1, CN(C(=O)Cl)c1ccccc1, CC(NC(=O)C(N)C(C)C)c1cc2cc(Cl)ccc2o1, ClCCl, Cl, O. Product: CC(NC(=O)C(NC(=O)N(C)c1ccccc1)C(C)C)c1cc2cc(Cl)ccc2o1. RXN SMILES: [CH3:1][N:2]1[CH2:3][CH2:4][O:5][CH2:6][CH2:7]1.[CH3:8][N:9]([C:10](=[O:11])[Cl:12])[c:13]1[cH:14][cH:15][cH:16][cH:17][cH:18]1.[Cl:20][c:21]1[cH:22][cH:23][c:24]2[c:25]([cH:26][c:27]([CH:29]([CH3:30])[NH:31][C:32]([CH:33]([CH:34]([CH3:35])[CH3:36])[NH2:37])=[O:38])[o:28]2)[cH:39]1.[Cl:41][CH2:42][Cl:43].[ClH:19].[OH2:40]>>[CH3:8][N:9]([C:10](=[O:11])[NH:37][CH:33]([C:32]([NH:31][CH:29]([c:27]1[cH:26][c:25]2[c:24]([cH:23][cH:22][c:21]([Cl:20])[cH:39]2)[o:28]1)[CH3:30])=[O:38])[CH:34]([CH3:35])[CH3:36])[c:13]1[cH:14][cH:15][cH:16][cH:17][cH:18]1. Starting materials: Fc1ccccc1CBr, CN(C)C=O, CCN(C(C)C)C(C)C, CCOC(=O)COc1cc(Oc2ccc(CNc3cccc([N+](=O)[O-])c3C)cc2)ccc1Cl. Yields the product CCOC(=O)COc1cc(Oc2ccc(CN(Cc3ccccc3F)c3cccc([N+](=O)[O-])c3C)cc2)ccc1Cl. RXN SMILES: [Br:43][CH2:44][c:45]1[c:46]([F:51])[cH:47][cH:48][cH:49][cH:50]1.[CH3:52][N:53]([CH3:54])[CH:55]=[O:56].[CH:34]([N:35]([CH2:36][CH3:37])[CH:38]([CH3:39])[CH3:40])([CH3:41])[CH3:42].[Cl:1][c:2]1[c:3]([O:4][CH2:5][C:6](=[O:7])[O:8][CH2:9][CH3:10])[cH:11][c:12]([O:15][c:16]2[cH:17][cH:18][c:19]([CH2:22][NH:23][c:24]3[c:25]([CH3:33])[c:26]([N+:30](=[O:31])[O-:32])[cH:27][cH:28][cH:29]3)[cH:20][cH:21]2)[cH:13][cH:14]1>>[Cl:1][c:2]1[c:3]([O:4][CH2:5][C:6](=[O:7])[O:8][CH2:9][CH3:10])[cH:11][c:12]([O:15][c:16]2[cH:17][cH:18][c:19]([CH2:22][N:23]([c:24]3[c:25]([CH3:33])[c:26]([N+:30](=[O:31])[O-:32])[cH:27][cH:28][cH:29]3)[CH2:44][c:45]3[c:46]([F:51])[cH:47][cH:48][cH:49][cH:50]3)[cH:20][cH:21]2)[cH:13][cH:14]1. Starting materials: CCO, O=Cc1ccccc1, [H][H], NCCCn1cnc2ccccc21. Product: c1ccc(CNCCCn2cnc3ccccc32)cc1. Reaction SMILES: [CH3:24][CH2:25][OH:26].[CH:16](=[O:17])[c:18]1[cH:19][cH:20][cH:21][cH:22][cH:23]1.[H:1][H:2].[n:3]1([CH2:12][CH2:13][CH2:14][NH2:15])[cH:4][n:5][c:6]2[c:7]1[cH:8][cH:9][cH:10][cH:11]2>>[n:3]1([CH2:12][CH2:13][CH2:14][NH:15][CH2:16][c:18]2[cH:19][cH:20][cH:21][cH:22][cH:23]2)[cH:4][n:5][c:6]2[c:7]1[cH:8][cH:9][cH:10][cH:11]2.